From a dataset of the Open Reaction Database (ORD), a public repository of structured organic reaction records. describe an organic reaction: reactants, conditions, products, and yield Reactants: C(C)(C)(C)OC(NC1(CCC1)C1=CC=C(C=C1)C1=NC=2N(C=C1C1=CC=CC=C1)N=C(N2)N)=O ({1-[4-(2-Amino-6-phenyl-[1,2,4]triazolo[1,5-a]pyrimidin-5-yl)-phenyl]-cyclobutyl}-carbamic Acid Tert-butyl Ester), C(C)(=O)Cl (acetyl chloride). Reagents/catalysts: CN(C)C=1C=CN=CC1 (DMAP). The solvent is O1CCOCC1 (dioxane), C(Cl)Cl (DCM). Run at temperature 100 celsius. Product: C(C)(C)(C)OC(NC1(CCC1)C1=CC=C(C=C1)C1=NC=2N(C=C1C1=CC=CC=C1)N=C(N2)NC(C)=O)=O ({1-[4-(2-Acetylamino-6-phenyl-[1,2,4]triazolo[1,5-a]pyrimidin-5-yl)-phenyl]-cyclobutyl}-carbamic Acid Tert-butyl Ester). Yield: 58.3%. RXN SMILES: [C:1]([O:5][C:6](=[O:34])[NH:7][C:8]1([C:12]2[CH:17]=[CH:16][C:15]([C:18]3[C:23]([C:24]4[CH:29]=[CH:28][CH:27]=[CH:26][CH:25]=4)=[CH:22][N:21]4[N:30]=[C:31]([NH2:33])[N:32]=[C:20]4[N:19]=3)=[CH:14][CH:13]=2)[CH2:11][CH2:10][CH2:9]1)([CH3:4])([CH3:3])[CH3:2].[C:35](Cl)(=[O:37])[CH3:36]>CN(C1C=CN=CC=1)C.O1CCOCC1.C(Cl)Cl>[C:1]([O:5][C:6](=[O:34])[NH:7][C:8]1([C:12]2[CH:17]=[CH:16][C:15]([C:18]3[C:23]([C:24]4[CH:25]=[CH:26][CH:27]=[CH:28][CH:29]=4)=[CH:22][N:21]4[N:30]=[C:31]([NH:33][C:35](=[O:37])[CH3:36])[N:32]=[C:20]4[N:19]=3)=[CH:14][CH:13]=2)[CH2:11][CH2:10][CH2:9]1)([CH3:4])([CH3:2])[CH3:3]. Procedure details: To the solution of 6-1 (100 mg, 0.22 mmol) and Et3 N (0.2 mL) DMAP (2 mg) in dioxane (2 mL) was added acetyl chloride (21 mg, 0.25 mmol) and the mixture was heated at 100° C. for 10 h. The mixture was diluted with 20 mL of DCM, the combined organic phase was washed with brine, dried over anhydrous Na2SO4 and concentrated. The residue was purified by prep.TLC to give 64 mg of 6-3. Product: CCCS(=O)(=O)c1ccc(C(O)C2CC2)cc1. As a reaction SMILES: [Br-:15].[CH2:1]([CH2:2][CH3:3])[S:4](=[O:5])(=[O:6])[c:7]1[cH:8][cH:9][c:10]([CH:11]=[O:12])[cH:13][cH:14]1.[CH:16]1([Mg+:19])[CH2:17][CH2:18]1.[O:20]1[CH2:21][CH2:22][CH2:23][CH2:24]1>>[CH2:1]([CH2:2][CH3:3])[S:4](=[O:5])(=[O:6])[c:7]1[cH:8][cH:9][c:10]([CH:11]([OH:12])[CH:16]2[CH2:17][CH2:18]2)[cH:13][cH:14]1. Reactants: [Br-], CCCS(=O)(=O)c1ccc(C=O)cc1, [Mg+]C1CC1, C1CCOC1. Starting materials: C(C)(C)(C)OC(=O)N1C(CCCC1)CC(=O)O (2-carboxymethyl-piperidine-1-carboxylic acid tert butyl ester), CCN=C=NCCCN(C)C.Cl (EDC.HCl), NC1=C(C=CC=C1)O (2-aminophenol). The reagents and catalysts are ON1N=NC2=C1C=CC=C2 (1-hydroxybenzotriazole). The solvent is C(C)(=O)OCC (ethyl acetate), CN(C=O)C (dimethylformamide). Reaction conditions: time 2 hour. The product is C(C)(C)(C)OC(=O)N1C(CCCC1)CC(NC1=C(C=CC=C1)O)=O ((RS)-2-[(2-Hydroxy-phenylcarbamoyl)-methyl]-piperidine-1-carboxylic acid tert butyl ester). Yield: 97.9%. As a reaction SMILES: [C:1]([O:5][C:6]([N:8]1[CH2:13][CH2:12][CH2:11][CH2:10][CH:9]1[CH2:14][C:15]([OH:17])=O)=[O:7])([CH3:4])([CH3:3])[CH3:2].CCN=C=NCCCN(C)C.Cl.[NH2:30][C:31]1[CH:36]=[CH:35][CH:34]=[CH:33][C:32]=1[OH:37]>CN(C)C=O.C(OCC)(=O)C.ON1C2C=CC=CC=2N=N1>[C:1]([O:5][C:6]([N:8]1[CH2:13][CH2:12][CH2:11][CH2:10][CH:9]1[CH2:14][C:15](=[O:17])[NH:30][C:31]1[CH:36]=[CH:35][CH:34]=[CH:33][C:32]=1[OH:37])=[O:7])([CH3:2])([CH3:3])[CH3:4] |f:1.2|. Reported procedure: A mixture of 2-carboxymethyl-piperidine-1-carboxylic acid tert butyl ester (0.97 g), (Peschke, Bernd; Ankersen, Michael; Hansen, Birgit Sehested; Hansen, Thomas Kruse; Johansen, Nils Langeland; Lau, Jesper; Madsen, Kjeld; Petersen, Hans; Thogersen, Henning; Watson, Brett. Eur. J. Med. Chem. (1999), 34(5), 363-380) in dimethylformamide (8.0 ml) was treated sequentially with EDC.HCl (0.76 g), 2-aminophenol (0.43 g) and 1-hydroxybenzotriazole (0.05 g). The mixture was stirred for 2 h, diluted with ... The reactants are CN(C)c1cccc(N(CC(=O)O)S(=O)(=O)c2ccc(C(C)(C)C)cc2)c1, CCNCc1ccccc1. Product: CCN(Cc1ccccc1)C(=O)CN(c1cccc(N(C)C)c1)S(=O)(=O)c1ccc(C(C)(C)C)cc1. RXN SMILES: [C:1]([CH3:2])([CH3:3])([CH3:4])[c:5]1[cH:6][cH:7][c:8]([S:11](=[O:12])(=[O:13])[N:14]([c:15]2[cH:16][c:17]([N:21]([CH3:22])[CH3:23])[cH:18][cH:19][cH:20]2)[CH2:24][C:25](=[O:26])[OH:27])[cH:9][cH:10]1.[CH2:28]([c:29]1[cH:30][cH:31][cH:32][cH:33][cH:34]1)[NH:35][CH2:36][CH3:37]>>[C:1]([CH3:2])([CH3:3])([CH3:4])[c:5]1[cH:6][cH:7][c:8]([S:11](=[O:12])(=[O:13])[N:14]([c:15]2[cH:16][c:17]([N:21]([CH3:22])[CH3:23])[cH:18][cH:19][cH:20]2)[CH2:24][C:25](=[O:27])[N:35]([CH2:28][c:29]2[cH:30][cH:31][cH:32][cH:33][cH:34]2)[CH2:36][CH3:37])[cH:9][cH:10]1. The yield is 53.2%. Yields the product ClC1=C(CNC=2C3=CC=CC=C3N=C3CCCC(C23)=O)C=CC=C1 (9-(2-Chlorobenzylamino)-3,4-dihydroacridin-1(2H)-one). Conditions: time 0.5 hour. Run in CS(=O)C (dimethyl sulfoxide), O (water). The reactants are [OH-].[K+] (potassium hydroxide), [Br-] (bromide), NC=1C2=CC=CC=C2N=C2CCCC(C12)=O (9-amino-3,4-dihydroacridin-1(2H)-one), ClC1=C(CBr)C=CC=C1 (2-chlorobenzyl bromide). As a reaction SMILES: [NH2:1][C:2]1[C:3]2[C:8]([N:9]=[C:10]3[C:15]=1[C:14](=[O:16])[CH2:13][CH2:12][CH2:11]3)=[CH:7][CH:6]=[CH:5][CH:4]=2.[OH-].[K+].[Cl:19][C:20]1[CH:27]=[CH:26][CH:25]=[CH:24][C:21]=1[CH2:22]Br.[Br-]>CS(C)=O.O>[Cl:19][C:20]1[CH:27]=[CH:26][CH:25]=[CH:24][C:21]=1[CH2:22][NH:1][C:2]1[C:3]2[C:8]([N:9]=[C:10]3[C:15]=1[C:14](=[O:16])[CH2:13][CH2:12][CH2:11]3)=[CH:7][CH:6]=[CH:5][CH:4]=2 |f:1.2|. Procedure: To a suspension of 9-amino-3,4-dihydroacridin-1(2H)-one (8.0 g) in 75 ml of dimethyl sulfoxide was added pulverized potassium hydroxide (6.2 g). This was stirred for 0.5 hour at ambient temperature. To this solution was added 2-chlorobenzyl bromide (9.4 g). After 1 hour, an additional 1 ml of the bromide was added. This was stirred for an additional hour. At this time, 200 ml of water was added, and the precipitate was filtered and washed with water. The solid was taken up in dichloromethane and...